This data is from the Open Reaction Database (ORD), a public repository of structured organic reaction records. The task is: describe an organic reaction: reactants, conditions, products, and yield Reactants: CN1N=CC(=C1N1CCN(CCC1)C(=O)OC(C)(C)C)[N+](=O)[O-] (tert-butyl 4-(2-methyl-4-nitro-pyrazol-3-yl)-1,4-diazepane-1-carboxylate). The solvent is C(Cl)Cl (DCM), C(=O)(C(F)(F)F)O (TFA). Yields the product CN1N=CC(=C1N1CCNCCC1)[N+](=O)[O-] (1-(2-methyl-4-nitro-pyrazol-3-yl)-1,4-diazepane). The yield is 64.0%. RXN SMILES: [CH3:1][N:2]1[C:6]([N:7]2[CH2:13][CH2:12][CH2:11][N:10](C(OC(C)(C)C)=O)[CH2:9][CH2:8]2)=[C:5]([N+:21]([O-:23])=[O:22])[CH:4]=[N:3]1>C(Cl)Cl.C(O)(C(F)(F)F)=O>[CH3:1][N:2]1[C:6]([N:7]2[CH2:13][CH2:12][CH2:11][NH:10][CH2:9][CH2:8]2)=[C:5]([N+:21]([O-:23])=[O:22])[CH:4]=[N:3]1. Reported procedure: A solution of tert-butyl 4-(2-methyl-4-nitro-pyrazol-3-yl)-1,4-diazepane-1-carboxylate (200 mg, 0.61 mmol) in DCM (4 mL) and TFA (4 mL) was stirred at room temperature for 1 h. The solvent was removed under reduced pressure, basified with saturated NaHCO3, and extracted with ethyl acetate (3×). The combined organic layers were dried over MgSO4 and the solvent removed under reduced pressure and the residue purified via silica gel column chromatography (0-10% methanol/DCM) to gave 1-(2-methyl-4-ni... The reactants are CC=1C2=C(SC1)C=CC(=C2)C2=NN=NN2C (3-methyl-5-(1-methyltetrazol-5-yl)benzo[b]thiophene), BrN1C(CCC1=O)=O (N-bromosuccinimide). Reagents/catalysts: C(C1=CC=CC=C1)(=O)OOC(C1=CC=CC=C1)=O (benzoyl peroxide). Run in C(Cl)(Cl)(Cl)Cl (carbon-tetrachloride). Yields the product BrC=1C2=C(SC1)C=CC(=C2)C2=NN=NN2C (3-bromo-5-(1-methyltetrazol-5-yl)benzo[b]thiophene). Isolated yield 62.4%. RXN SMILES: C[C:2]1[C:3]2[CH:10]=[C:9]([C:11]3[N:15]([CH3:16])[N:14]=[N:13][N:12]=3)[CH:8]=[CH:7][C:4]=2[S:5][CH:6]=1.[Br:17]N1C(=O)CCC1=O>C(Cl)(Cl)(Cl)Cl.C(OOC(=O)C1C=CC=CC=1)(=O)C1C=CC=CC=1>[Br:17][C:2]1[C:3]2[CH:10]=[C:9]([C:11]3[N:15]([CH3:16])[N:14]=[N:13][N:12]=3)[CH:8]=[CH:7][C:4]=2[S:5][CH:6]=1. Reported procedure: Following the procedure of Example 11, Step 6, 0.666 g (2.89 mmol) 3-methyl-5-(1-methyltetrazol-5-yl)benzo[b]thiophene was reacted with 0.515 g (2.89 mmol) of N-bromosuccinimide and 38.1 mg of benzoyl peroxide in 30 ml of carbon-tetrachloride. The reaction mixture was evaporated in vacuo and chromatographed on flash silica, eluting with 0-3% methanol/dichloromethane to give 0.532 g of crude 3-bromo-5-(1-methyltetrazol-5-yl)benzo[b]thiophene. Reactants: Cl (hydrochloric acid), COC1=C(C=C(C=C1)C(C)=O)C (1-(4-methoxy-3-methylphenyl)-ethanone), C(OCC)(OCC)=O (diethyl carbonate), C1COC2=CC=CC=C2OCCOCCOC3=CC=CC=C3OCCO1 (dibenzo-18-crown-6). The solvent is O (water), O1CCCC1 (tetrahydrofuran), C(C)O (ethanol). Yields the product C(C)OC(CC(=O)C1=CC(=C(C=C1)OC)C)=O (3-(4-methoxy-3-methyl-phenyl)-3-oxo-propionic acid ethyl ester). As a reaction SMILES: [CH3:1][O:2][C:3]1[CH:8]=[CH:7][C:6]([C:9](=[O:11])[CH3:10])=[CH:5][C:4]=1[CH3:12].[C:13](=O)([O:17]CC)[O:14][CH2:15][CH3:16].C1OCCOC2C(=CC=CC=2)OCCOCCOC2C(=CC=CC=2)OC1.Cl>O.C(O)C.O1CCCC1>[CH2:15]([O:14][C:13](=[O:17])[CH2:10][C:9]([C:6]1[CH:7]=[CH:8][C:3]([O:2][CH3:1])=[C:4]([CH3:12])[CH:5]=1)=[O:11])[CH3:16]. Procedure: At room temperature, to a mixture of 1-(4-methoxy-3-methylphenyl)-ethanone (described in Reference Preparation example 48) and tetrahydrofuran 200 ml was added diethyl carbonate 16.1 g, 55% sodium hydride 6.2 g, dibenzo-18-crown-6 0.05 g and ethanol 3 mL, and the resulting mixture was stirred with heating under reflux for eight hours. To the reaction mixture was added water, and the resulting mixture was acidified with 10% aqueous hydrochloric acid solution and was extracted with ethyl acetate. ... Reactants: C(C)O.Cl.[Na].O (sodium hydrochloride ethanol water), C(C1=CC=CC=C1)(=O)CC(=O)OCC (ethyl benzoylacetate), [OH-].[Na+] (sodium hydroxide), Cl (hydrochloric acid), ice, [OH-].[Na+] (sodium hydroxide), Cl.NO (hydroxylamine hydrochloride), [OH-].[Na+] (sodium hydroxide). Run in O (water), C(C)O (ethanol), O (water), C(C)O (ethanol), C(C)O.O (ethanol water). Conditions: time 3 hour. Product: C1(=CC=CC=C1)C1=CC(=NO1)O (5-Phenyl-3-hydroxyisoxazole). RXN SMILES: [OH-].[Na+].Cl.[NH2:4]O.C(O)C.Cl.[Na].O.[C:12]([CH2:20][C:21]([O:23]CC)=O)(=[O:19])[C:13]1[CH:18]=[CH:17][CH:16]=[CH:15][CH:14]=1.Cl>C(O)C.O.O.C(O)C>[C:13]1([C:12]2[O:19][N:4]=[C:21]([OH:23])[CH:20]=2)[CH:18]=[CH:17][CH:16]=[CH:15][CH:14]=1 |f:0.1,2.3,4.5.6.7,10.11,^1:9|. Procedure details: 200 ml of water and 300 ml of ethanol were added to 40 g of sodium hydroxide to dissolve the sodium hydroxide. 69.5 g of hydroxylamine hydrochloride was added thereto, and the pH of the solution was adjusted to 10.0 by adding a 2N sodium hydrochloride ethanol/water (3:2) solution mixture. Under cooling with ice, 192 g of ethyl benzoylacetate and a 2N sodium hydroxide in ethanol/water (3:2) solution mixture were added dropwise simultaneously to the reaction solution so that the pH of the reaction... Starting materials: CN(CC(CC1CCCC1)NC(=O)OC(C)(C)C)C(=O)OCc1ccccc1, ClCCl, O=C(O)C(F)(F)F, [Na+], O=C([O-])O. Yields the product CN(CC(N)CC1CCCC1)C(=O)OCc1ccccc1. Reaction SMILES: [C:1]([O:2][C:3](=[O:4])[NH:8][CH:9]([CH2:10][N:11]([C:12]([O:13][CH2:14][c:15]1[cH:16][cH:17][cH:18][cH:19][cH:20]1)=[O:21])[CH3:22])[CH2:23][CH:24]1[CH2:25][CH2:26][CH2:27][CH2:28]1)([CH3:5])([CH3:6])[CH3:7].[Cl:41][CH2:42][Cl:43].[F:34][C:35]([F:36])([F:37])[C:38]([OH:39])=[O:40].[Na+:33].[O-:29][C:30]([OH:31])=[O:32]>>[NH2:8][CH:9]([CH2:10][N:11]([C:12]([O:13][CH2:14][c:15]1[cH:16][cH:17][cH:18][cH:19][cH:20]1)=[O:21])[CH3:22])[CH2:23][CH:24]1[CH2:25][CH2:26][CH2:27][CH2:28]1. Reactants: ClC1=CC=C2C=CC(=NC2=C1)C=CC=1C=C(C=O)C=CC1 (3-(2-(7-chloro-2-quinolinyl)ethenyl)benzaldehyde), C(=C)[Mg]Br (vinylmagnesium bromide), C1(=CC=CC=C1)C.C1CCOC1 (toluene THF). Solvent: C1(=CC=CC=C1)C (toluene). Conditions: temperature 0 celsius, time 1 hour. Yields the product ClC1=CC=C2C=CC(=NC2=C1)C=CC=1C=C(C=CC1)C(C=C)O (1-(3-(2-(7-Chloro-2-quinolinyl)ethenyl)phenyl)-2-propen-1-ol). RXN SMILES: [Cl:1][C:2]1[CH:11]=[C:10]2[C:5]([CH:6]=[CH:7][C:8]([CH:12]=[CH:13][C:14]3[CH:15]=[C:16]([CH:19]=[CH:20][CH:21]=3)[CH:17]=[O:18])=[N:9]2)=[CH:4][CH:3]=1.[CH:22]([Mg]Br)=[CH2:23].C1(C)C=CC=CC=1.C1COCC1>C1(C)C=CC=CC=1>[Cl:1][C:2]1[CH:11]=[C:10]2[C:5]([CH:6]=[CH:7][C:8]([CH:12]=[CH:13][C:14]3[CH:15]=[C:16]([CH:17]([OH:18])[CH:22]=[CH2:23])[CH:19]=[CH:20][CH:21]=3)=[N:9]2)=[CH:4][CH:3]=1 |f:2.3|. Reported procedure: To a degassed suspension of 3-(2-(7-chloro-2-quinolinyl)ethenyl)benzaldehyde (U.S. Pat. No. 4,851,409, Example 24, Step 1) (100 g, 0.34 mol) in toluene (700 mL) at 0° C. was slowly added 1.0M vinylmagnesium bromide in toluene/THF (370 mL, 0.37 mol). After stirring for 1 hour at 0° C., the reaction was quenched by the slow addition of saturated NH4Cl solution (150 ml), followed by H2O (500 mL) and HOAc (50 mL). The product was extracted with EtOAc and the two-phase system was filtered through cel... Reactants: Cl, O=C(Cl)OCc1ccc([N+](=O)[O-])cc1, [Na+], C1CCOC1, [OH-], O, O=C(O)C1CSCN1. Yields the product O=C(O)C1CSCN1C(=O)OCc1ccc([N+](=O)[O-])cc1. As a reaction SMILES: [ClH:25].[N+:9](=[O:10])([O-:11])[c:12]1[cH:13][cH:14][c:15]([CH2:16][O:17][C:18](=[O:19])[Cl:20])[cH:21][cH:22]1.[Na+:24].[O:27]1[CH2:28][CH2:29][CH2:30][CH2:31]1.[OH-:23].[OH2:26].[S:1]1[CH2:2][NH:3][CH:4]([C:6](=[O:7])[OH:8])[CH2:5]1>>[S:1]1[CH2:2][N:3]([C:18]([O:17][CH2:16][c:15]2[cH:14][cH:13][c:12]([N+:9](=[O:10])[O-:11])[cH:22][cH:21]2)=[O:19])[CH:4]([C:6](=[O:7])[OH:8])[CH2:5]1. Reactants: C(C)OC=1C(=NC=C(C1)B1OC(C(O1)(C)C)(C)C)OCC1=CC=C(C=C1)OC (3-ethoxy-2-((4-methoxybenzyl)oxy)-5-(4,4,5,5-tetramethyl-1,3,2-dioxaborolan-2-yl)pyridine), C(C1=CC=CC=C1)OCCOC1=C(C=C(C=C1)NC(CC1=C(C(=C(C=C1)Br)F)F)=O)C(F)(F)F (N-(4-(2-(benzyloxy)ethoxy)-3-(trifluoromethyl)phenyl)-2-(4-bromo-2,3-difluorophenyl)acetamide), C(=O)([O-])[O-].[Cs+].[Cs+] (Cs2CO3). The reagents and catalysts are C1=CC=C(C=C1)P([C-]2C=CC=C2)C3=CC=CC=C3.C1=CC=C(C=C1)P([C-]2C=CC=C2)C3=CC=CC=C3.Cl[Pd]Cl.[Fe+2] (PdCl2(dppf)). Solvent: O1CCOCC1 (1,4-dioxane), O (H2O). Reaction conditions: temperature 110 celsius. The product is C(C1=CC=CC=C1)OCCOC1=C(C=C(C=C1)NC(CC1=C(C(=C(C=C1)C=1C=NC(=C(C1)OCC)OCC1=CC=C(C=C1)OC)F)F)=O)C(F)(F)F (N-(4-(2-(benzyloxy)ethoxy)-3-(trifluoromethyl)phenyl)-2-(4-(5-ethoxy-6-((4-methoxybenzyl)oxy)pyridin-3-yl)-2,3-difluorophenyl)acetamide). The yield is 54.5%. As a reaction SMILES: [CH2:1]([O:3][C:4]1[C:5]([O:19][CH2:20][C:21]2[CH:26]=[CH:25][C:24]([O:27][CH3:28])=[CH:23][CH:22]=2)=[N:6][CH:7]=[C:8](B2OC(C)(C)C(C)(C)O2)[CH:9]=1)[CH3:2].[CH2:29]([O:36][CH2:37][CH2:38][O:39][C:40]1[CH:45]=[CH:44][C:43]([NH:46][C:47](=[O:58])[CH2:48][C:49]2[CH:54]=[CH:53][C:52](Br)=[C:51]([F:56])[C:50]=2[F:57])=[CH:42][C:41]=1[C:59]([F:62])([F:61])[F:60])[C:30]1[CH:35]=[CH:34][CH:33]=[CH:32][CH:31]=1.C([O-])([O-])=O.[Cs+].[Cs+]>O1CCOCC1.O.C1C=CC(P(C2C=CC=CC=2)[C-]2C=CC=C2)=CC=1.C1C=CC(P(C2C=CC=CC=2)[C-]2C=CC=C2)=CC=1.Cl[Pd]Cl.[Fe+2]>[CH2:29]([O:36][CH2:37][CH2:38][O:39][C:40]1[CH:45]=[CH:44][C:43]([NH:46][C:47](=[O:58])[CH2:48][C:49]2[CH:54]=[CH:53][C:52]([C:8]3[CH:7]=[N:6][C:5]([O:19][CH2:20][C:21]4[CH:22]=[CH:23][C:24]([O:27][CH3:28])=[CH:25][CH:26]=4)=[C:4]([O:3][CH2:1][CH3:2])[CH:9]=3)=[C:51]([F:56])[C:50]=2[F:57])=[CH:42][C:41]=1[C:59]([F:61])([F:60])[F:62])[C:30]1[CH:35]=[CH:34][CH:33]=[CH:32][CH:31]=1 |f:2.3.4,7.8.9.10|. Procedure: To a solution of 3-ethoxy-2-((4-methoxybenzyl)oxy)-5-(4,4,5,5-tetramethyl-1,3,2-dioxaborolan-2-yl)pyridine (8.49 mg, 0.022 mmol), N-(4-(2-(benzyloxy)ethoxy)-3-(trifluoromethyl)phenyl)-2-(4-bromo-2,3-difluorophenyl)acetamide (12 mg, 0.022 mmol) and Cs2CO3 (17.96 mg, 0.055 mmol) in 1,4-dioxane (6 mL) and H2O (2 mL) stirred under a N2 atmosphere at 20° C. was added PdCl2(dppf) (0.807 mg, 1.102 μmol) in one charge. The reaction vessel was heated in 110° C. for 3 h. Then the solution was concentrated... Starting materials: CC(Br)c1cc(C(=O)NCCN(C)C)cc2c(=O)cc(N3CCOCC3)oc12, Br, CN1CCCC1=O, CNc1ccc(F)cc1. Product: CC(c1cc(C(=O)NCCN(C)C)cc2c(=O)cc(N3CCOCC3)oc12)N(C)c1ccc(F)cc1. RXN SMILES: [Br:2][CH:3]([CH3:4])[c:5]1[cH:6][c:7]([C:22](=[O:23])[NH:24][CH2:25][CH2:26][N:27]([CH3:28])[CH3:29])[cH:8][c:9]2[c:10](=[O:21])[cH:11][c:12]([N:15]3[CH2:16][CH2:17][O:18][CH2:19][CH2:20]3)[o:13][c:14]12.[BrH:1].[CH3:39][N:40]1[CH2:41][CH2:42][CH2:43][C:44]1=[O:45].[F:30][c:31]1[cH:32][cH:33][c:34]([NH:35][CH3:36])[cH:37][cH:38]1>>[CH:3]([CH3:4])([c:5]1[cH:6][c:7]([C:22](=[O:23])[NH:24][CH2:25][CH2:26][N:27]([CH3:28])[CH3:29])[cH:8][c:9]2[c:10](=[O:21])[cH:11][c:12]([N:15]3[CH2:16][CH2:17][O:18][CH2:19][CH2:20]3)[o:13][c:14]12)[N:35]([c:34]1[cH:33][cH:32][c:31]([F:30])[cH:38][cH:37]1)[CH3:36].